This data is from the Open Reaction Database (ORD), a public repository of structured organic reaction records. The task is: describe an organic reaction: reactants, conditions, products, and yield Reactants: COCC(=S)N (2-methoxy-thioacetamide), ClCC(=O)CCl (1,3-dichloroacetone). Solvent: C(C)O (ethanol). The product is ClCC=1N=C(SC1)COC (4-Chloromethyl-2-methoxymethyl-1,3-thiazole). RXN SMILES: [CH3:1][O:2][CH2:3][C:4]([NH2:6])=[S:5].[Cl:7][CH2:8][C:9]([CH2:11]Cl)=O>C(O)C>[Cl:7][CH2:8][C:9]1[N:6]=[C:4]([CH2:3][O:2][CH3:1])[S:5][CH:11]=1. Procedure: A solution of 9 g of 2-methoxy-thioacetamide and 10.87 g 1,3-dichloroacetone in 90 ml ethanol was refluxed for 2 h. The solvent was evaporated and the residue neutralized with saturated sodium bicarbonate solution. After extraction with ether the organic phase was washed twice with water and dried over sodium sulfate. Evaporation of the solvent left 13.0 g crude product. Reactants: ClC=1C=C(C=CC1F)C=1NC2=CC=CC=C2C1 (2-(3-chloro-4-fluoro-phenyl)-1H-indole), [Cl-].COC=1C=C(C=[N+](C)C)C=CC1OC ((3,4-dimethoxy-benzylidene)-dimethylammonium chloride), COC=1C=C(C=O)C=CC1OC (3,4-dimethoxy-benzaldehyde), CNC (dimethylamine). Product: ClC=1C=C(C=CC1F)C=1NC2=CC=CC=C2C1C(C1=CC(=C(C=C1)OC)OC)N(C)C ([[2-(3-Chloro-4-fluoro-phenyl)-1H-indol-3-yl]-(3,4-dimethoxy-phenyl)-methyl]-dimethyl-amine). RXN SMILES: [Cl:1][C:2]1[CH:3]=[C:4]([C:9]2[NH:10][C:11]3[C:16]([CH:17]=2)=[CH:15][CH:14]=[CH:13][CH:12]=3)[CH:5]=[CH:6][C:7]=1[F:8].[Cl-].[CH3:19][O:20][C:21]1[CH:22]=[C:23]([CH:28]=[CH:29][C:30]=1[O:31][CH3:32])[CH:24]=[N+:25]([CH3:27])[CH3:26].COC1C=C(C=CC=1OC)C=O.CNC>>[Cl:1][C:2]1[CH:3]=[C:4]([C:9]2[NH:10][C:11]3[C:16]([C:17]=2[CH:24]([N:25]([CH3:27])[CH3:26])[C:23]2[CH:28]=[CH:29][C:30]([O:31][CH3:32])=[C:21]([O:20][CH3:19])[CH:22]=2)=[CH:15][CH:14]=[CH:13][CH:12]=3)[CH:5]=[CH:6][C:7]=1[F:8] |f:1.2|. Procedure details: The preparation was carried out in accordance with general synthesis instructions 4 from 2-(3-chloro-4-fluoro-phenyl)-1H-indole and (3,4-dimethoxy-benzylidene)-dimethylammonium chloride, which had been prepared in accordance with example 44 from 3,4-dimethoxy-benzaldehyde and dimethylamine. The reactants are BrC(C(C=C(C)C)O)(C(F)(F)F)Cl (5-Bromo-5-chloro-4-hydroxy-2-methyl-6,6,6-trifluorohex-2-ene), C(C)(OC)(OC)OC (trimethyl orthoacetate), C(C(C)C)(=O)O (isobutyric acid), 5A. Product: BrC(C(C=C(C)C)OC(C)(OC)OC)(C(F)(F)F)Cl (5-bromo-5-chloro-4-(1,1-dimethoxyethoxy)-2-methyl-6,6,6-trifluorohex-2-ene). Run at temperature 111 celsius. Procedure details: 5-Bromo-5-chloro-4-hydroxy-2-methyl-6,6,6-trifluorohex-2-ene (10.0 g), trimethyl orthoacetate (48.0 g) and isobutyric acid (0.29 g) were charged to a round-bottomed flask fitted with: nitrogen inlet/bubbler, thermometer and Dean and Stark received packed with 5A molecular seives. The mixture was heated with agitation to reflux and distillates collected until reaction mass temperature increased to 111° C. (ca. 1 hr). Once the reaction was complete, the residual trimethyl orthoacetate was removed ... RXN SMILES: [Br:1][C:2]([Cl:13])([C:9]([F:12])([F:11])[F:10])[CH:3]([OH:8])[CH:4]=[C:5]([CH3:7])[CH3:6].[C:14](OC)([O:18][CH3:19])([O:16][CH3:17])[CH3:15].C(O)(=O)C(C)C>>[Br:1][C:2]([Cl:13])([C:9]([F:10])([F:11])[F:12])[CH:3]([O:8][C:14]([O:18][CH3:19])([O:16][CH3:17])[CH3:15])[CH:4]=[C:5]([CH3:7])[CH3:6]. The reactants are COc1ccc(C(Br)C(F)(F)F)cc1, COc1ccc(C(O)C(F)(F)F)c(OC)c1. Yields the product COc1ccc(C(Br)C(F)(F)F)c(OC)c1. As a reaction SMILES: [CH3:17][O:18][c:19]1[cH:20][cH:21][c:22]([CH:23]([C:24]([F:25])([F:26])[F:27])[Br:30])[cH:28][cH:29]1.[CH3:1][O:2][c:3]1[c:4]([CH:11]([C:12]([F:13])([F:14])[F:15])[OH:16])[cH:5][cH:6][c:7]([O:9][CH3:10])[cH:8]1>>[CH3:1][O:2][c:3]1[c:4]([CH:11]([C:12]([F:13])([F:14])[F:15])[Br:30])[cH:5][cH:6][c:7]([O:9][CH3:10])[cH:8]1.